This data is from the Open Reaction Database (ORD), a public repository of structured organic reaction records. The task is: describe an organic reaction: reactants, conditions, products, and yield Reactants: C(C)S(=O)(=O)NCC=1C=C2C(=CNC2=CC1)CCCN1CC(N(CC1)C1=NC=NC=C1OC)C (1-[[5-[[(ethylsulfonyl)amino]methyl]-1H-indol-3-yl]propyl]-4-(5-methoxy-4-pyrimidinyl)-3-methylpiperazine), C24H34N6O3S, COC=1C(=NC=NC1)N1C(CNCC1)C (1-(5-methoxy-4-pyrimidinyl)-2-methylpiperazine), C(C)S(=O)(=O)Cl (ethanesulfonyl chloride). Yields the product C(C)S(=O)(=O)C1=C2C(=C(N(C2=CC=C1)C)N)CCCN1CC(N(CC1)C1=NC=NC=C1OC)C ([(Ethylsulfonyl)amino[methyl]-1H-indol-3-yl]propyl -4-(5-methoxy-4-pyrimidinyl)-3-methylpiperazine). As a reaction SMILES: C(S(NC[C:8]1[CH:9]=[C:10]2[C:14](=[CH:15][CH:16]=1)[NH:13][CH:12]=[C:11]2[CH2:17][CH2:18][CH2:19][N:20]1[CH2:25][CH2:24][N:23]([C:26]2[C:31]([O:32][CH3:33])=[CH:30][N:29]=[CH:28][N:27]=2)[CH:22]([CH3:34])[CH2:21]1)(=O)=O)C.COC1[C:38](N2CCNCC2C)=[N:39]C=NC=1.[CH2:50]([S:52](Cl)(=[O:54])=[O:53])[CH3:51]>>[CH2:50]([S:52]([C:14]1[CH:15]=[CH:16][CH:8]=[C:9]2[C:10]=1[C:11]([CH2:17][CH2:18][CH2:19][N:20]1[CH2:25][CH2:24][N:23]([C:26]3[C:31]([O:32][CH3:33])=[CH:30][N:29]=[CH:28][N:27]=3)[CH:22]([CH3:34])[CH2:21]1)=[C:12]([NH2:13])[N:39]2[CH3:38])(=[O:54])=[O:53])[CH3:51]. Procedure: In a similar manner to Example 32 1-[[5-[[(ethylsulfonyl)amino]methyl]-1H-indol-3-yl]propyl]-4-(5-methoxy-4-pyrimidinyl)-3-methylpiperazine was synthesized by utilizing 1-(5-methoxy-4-pyrimidinyl)-2-methylpiperazine in the coupling step and ethanesulfonyl chloride in the sulfonylation step: C24H34N6O3S/2.9 HCl, m.p. 202°-210° C. Elemental analysis calculated: C, 48.66; H, 6.28; N, 14.19; found: C, 48.41; H, 6.35; N, 13.93. Starting materials: C(#N)CCN(CCC#N)CC1=CC(=CC=C1)CN(CCC#N)CCC#N (1,3-bis(N,N-bis(2-cyanoethyl)aminomethyl)benzene), [H][H] (hydrogen). Run in O1CCOCC1 (1,4-dioxane). Yields the product NCCCN(CCCN)CC1=CC(=CC=C1)CN(CCCN)CCCN (1,3-bis(N,N-bis(3-aminopropyl)aminomethyl)benzene). Yield: 94.3%. RXN SMILES: [C:1]([CH2:3][CH2:4][N:5]([CH2:10][C:11]1[CH:16]=[CH:15][CH:14]=[C:13]([CH2:17][N:18]([CH2:23][CH2:24][C:25]#[N:26])[CH2:19][CH2:20][C:21]#[N:22])[CH:12]=1)[CH2:6][CH2:7][C:8]#[N:9])#[N:2].[H][H]>O1CCOCC1>[NH2:22][CH2:21][CH2:20][CH2:19][N:18]([CH2:17][C:13]1[CH:14]=[CH:15][CH:16]=[C:11]([CH2:10][N:5]([CH2:4][CH2:3][CH2:1][NH2:2])[CH2:6][CH2:7][CH2:8][NH2:9])[CH:12]=1)[CH2:23][CH2:24][CH2:25][NH2:26]. Procedure: 6.97 g of 1,3-bis(N,N-bis(2-cyanoethyl)aminomethyl)benzene, 0.70 g of Raney Co and 100 mL of 1,4-dioxane were charged in an autoclave and a hydrogenation reaction was carried out at an initial hydrogen pressure of 9.0 MPa at 180° C. for 2 hours. After the catalyst was removed by filtration, the obtained filtrate was concentrated to dryness to give 6.88 g of the title compound. The reactants are C(CO)O (Ethylene glycol), O.C1(=CC=C(C=C1)S(=O)(=O)O)C (p-toluenesulfonic acid monohydrate), ClC1=C(C=C(C(=N1)C(=O)OC)C(=O)OC)C=O (6-chloro-5-formyl-2,3-pyridinedicarboxylic acid, dimethyl ester), 5-(dimethyl acetal), C1(=CC=CC=C1)C (toluene). The solvent is CCOCC (ether). The product is ClC1=C(C=C(C(=N1)C(=O)OC)C(=O)OC)C1OCCO1 (Dimethyl 6-chloro-5-(1,3-dioxolane-2-yl)-2,3-pyridinedicarboxylate). Reaction SMILES: [CH2:1]([OH:4])[CH2:2][OH:3].O.C1(C)C=CC(S(O)(=O)=O)=CC=1.[Cl:17][C:18]1[N:23]=[C:22]([C:24]([O:26][CH3:27])=[O:25])[C:21]([C:28]([O:30][CH3:31])=[O:29])=[CH:20][C:19]=1[CH:32]=O.C1(C)C=CC=CC=1>CCOCC>[Cl:17][C:18]1[N:23]=[C:22]([C:24]([O:26][CH3:27])=[O:25])[C:21]([C:28]([O:30][CH3:31])=[O:29])=[CH:20][C:19]=1[CH:32]1[O:4][CH2:1][CH2:2][O:3]1 |f:1.2|. Procedure: Ethylene glycol (14.3 mL, 0.255 mol), and a catalytic amount of p-toluenesulfonic acid monohydrate is added to a solution of 6-chloro-5-formyl-2,3-pyridinedicarboxylic acid, dimethyl ester, 5-(dimethyl acetal) (15.46 g, 0.051 mol) and toluene. The reaction mixture is heated at reflux temperature for 3 hours, cooled to room temperature, treated with ether, washed with saturated sodium bicarbonate solution, dried over anhydrous magnesium sulfate and concentrated in vacuo to give the title compound... Starting materials: CC(=O)O, O=[N+]([O-])c1cccnc1Cl, [K+], [N-]=C=S. The product is O=[N+]([O-])c1cccnc1N=C=S. As a reaction SMILES: [CH3:15][C:16](=[O:17])[OH:18].[Cl:1][c:2]1[n:3][cH:4][cH:5][cH:6][c:7]1[N+:8](=[O:9])[O-:10].[K+:14].[N-:11]=[C:12]=[S:13]>>[c:2]1([N:11]=[C:12]=[S:13])[n:3][cH:4][cH:5][cH:6][c:7]1[N+:8](=[O:9])[O-:10]. The reactants are C(C1=CC=CC=C1)OCC1=C(C(=O)NC2=CC=CC=C2)C(=CC(=C1)OCOC)OCOC (2-(benzyloxymethyl)-4,6-bis(methoxymethoxy)-N-phenylbenzamide), Cl (hydrochloric acid). The solvent is C(C)O (ethanol). Run at temperature 60 celsius, time 1 hour. Product: C(C1=CC=CC=C1)OCC1=C(C(=O)NC2=CC=CC=C2)C(=CC(=C1)O)O (2-(Benzyloxymethyl)-4,6-dihydroxy-N-phenylbenzamide). Isolated yield 93.2%. As a reaction SMILES: [CH2:1]([O:8][CH2:9][C:10]1[CH:24]=[C:23]([O:25]COC)[CH:22]=[C:21]([O:29]COC)[C:11]=1[C:12]([NH:14][C:15]1[CH:20]=[CH:19][CH:18]=[CH:17][CH:16]=1)=[O:13])[C:2]1[CH:7]=[CH:6][CH:5]=[CH:4][CH:3]=1.Cl>C(O)C>[CH2:1]([O:8][CH2:9][C:10]1[CH:24]=[C:23]([OH:25])[CH:22]=[C:21]([OH:29])[C:11]=1[C:12]([NH:14][C:15]1[CH:20]=[CH:19][CH:18]=[CH:17][CH:16]=1)=[O:13])[C:2]1[CH:3]=[CH:4][CH:5]=[CH:6][CH:7]=1. Procedure details: The above-obtained 2-(benzyloxymethyl)-4,6-bis(methoxymethoxy)-N-phenylbenzamide (18 mg, 0.043 mmol) was dissolved in ethanol (4 mL) and the obtained solution was added with concentrated hydrochloric acid (0.10 mL) followed by stirring at 60° C. for 1 hour. The reaction mixture was concentrated under reduced pressure and the residue was purified by preparative thin-layer chromatography (chloroform/methanol=20/1) to obtain Compound 1 (14 mg, 92%).